From a dataset of the Open Reaction Database (ORD), a public repository of structured organic reaction records. describe an organic reaction: reactants, conditions, products, and yield Reactants: CC(C)(C)NC(=O)C1CC2CCCCC2CN1CC(O)C(Cc1ccccc1)NC(=O)C(CC(N)=O)NC(=O)OCc1ccccc1, CCO. Yields the product CC(C)(C)NC(=O)C1CC2CCCCC2CN1CC(O)C(Cc1ccccc1)NC(=O)C(N)CC(N)=O. Reaction SMILES: [CH2:1]([O:2][C:3](=[O:4])[NH:11][CH:12]([CH2:13][C:14]([NH2:15])=[O:16])[C:17](=[O:18])[NH:19][CH:20]([CH:21]([CH2:22][N:23]1[CH2:24][CH:25]2[CH2:26][CH2:27][CH2:28][CH2:29][CH:30]2[CH2:31][CH:32]1[C:33](=[O:34])[NH:35][C:36]([CH3:37])([CH3:38])[CH3:39])[OH:40])[CH2:41][c:42]1[cH:43][cH:44][cH:45][cH:46][cH:47]1)[c:5]1[cH:6][cH:7][cH:8][cH:9][cH:10]1.[CH3:48][CH2:49][OH:50]>>[NH2:11][CH:12]([CH2:13][C:14]([NH2:15])=[O:16])[C:17](=[O:18])[NH:19][CH:20]([CH:21]([CH2:22][N:23]1[CH2:24][CH:25]2[CH2:26][CH2:27][CH2:28][CH2:29][CH:30]2[CH2:31][CH:32]1[C:33](=[O:34])[NH:35][C:36]([CH3:37])([CH3:38])[CH3:39])[OH:40])[CH2:41][c:42]1[cH:43][cH:44][cH:45][cH:46][cH:47]1. Starting materials: ClCCOC=1C(=C(C=C(C1)F)CS(=O)(=O)C1=CC=CC2=CC=CC=C12)[N+](=O)[O-] (1-[3-(2-chloroethoxy)-5-fluoro-2-nitrophenylmethanesulfonyl]-naphthalene), CN1CCNCC1 (N-methylpiperazine). Solvent: CN(C)C=O (DMF), O (water). Reaction conditions: temperature 40 celsius, time 10 hour. Yields the product ClCCOC=1C=C(C=C(C1[N+](=O)[O-])CS(=O)(=O)C1=CC=CC2=CC=CC=C12)N1CCN(CC1)C (1-[3-(2-Chloroethoxy)-5-(naphthalene-1-sulfonylmethyl)-4-nitrophenyl]-4-methylpiperazine). Isolated yield 850.0%. Reaction SMILES: [Cl:1][CH2:2][CH2:3][O:4][C:5]1[C:6]([N+:26]([O-:28])=[O:27])=[C:7]([CH2:12][S:13]([C:16]2[C:25]3[C:20](=[CH:21][CH:22]=[CH:23][CH:24]=3)[CH:19]=[CH:18][CH:17]=2)(=[O:15])=[O:14])[CH:8]=[C:9](F)[CH:10]=1.[CH3:29][N:30]1[CH2:35][CH2:34][NH:33][CH2:32][CH2:31]1>CN(C=O)C.O>[Cl:1][CH2:2][CH2:3][O:4][C:5]1[CH:10]=[C:9]([N:33]2[CH2:34][CH2:35][N:30]([CH3:29])[CH2:31][CH2:32]2)[CH:8]=[C:7]([CH2:12][S:13]([C:16]2[C:25]3[C:20](=[CH:21][CH:22]=[CH:23][CH:24]=3)[CH:19]=[CH:18][CH:17]=2)(=[O:15])=[O:14])[C:6]=1[N+:26]([O-:28])=[O:27]. Procedure: A mixture of 1-[3-(2-chloroethoxy)-5-fluoro-2-nitrophenylmethanesulfonyl]-naphthalene (0.42 g, 0.1 mmoles) and N-methylpiperazine (0.168 g, 1.1 mmoles) in DMF was stirred under nitrogen at 40° C. for 10 hours. The reaction mixture was cooled to room temperature, diluted with water and extracted with EtOAc. The extracts were combined, washed sequentially with water and brine, dried over Na2SO4, and concentrated under vacuum to afford the title compound (0.45 g, 0.85 mmoles), identified by HNMR an...